Dataset: the Open Reaction Database (ORD), a public repository of structured organic reaction records. Task: describe an organic reaction: reactants, conditions, products, and yield The reactants are anti(CDCl3), 3R, CCCCCC.CC(C)O (hexane iPrOH), C(C)OC([C@H](CC(=O)C1=CC2=CC=CC=C2C=C1)O)=O ((2S)-2-Hydroxy-4-naphthalen-2-yl-4-oxo-butyric acid ethyl ester), 2R, 3S, 3R, C(C)OC([C@H](CC(=O)C1=CC2=CC=CC=C2C=C1)O)=O ((2S)-2-Hydroxy-4-naphthalen-2-yl-4-oxo-butyric acid ethyl ester), 3S, 2R. RXN SMILES: [CH2:1]([O:3][C:4](=[O:20])[C@@H:5]([OH:19])[CH2:6][C:7]([C:9]1[CH:18]=[CH:17][C:16]2[C:11](=CC=CC=2)[CH:10]=1)=[O:8])[CH3:2].[CH3:21][CH2:22]CCCC.CC(O)C>>[CH2:1]([O:3][C:4](=[O:20])[C@@H:5]([OH:19])[CH:6]([C:7](=[O:8])[C:9]1[CH:10]=[CH:11][CH:16]=[CH:17][CH:18]=1)[CH2:21][CH3:22])[CH3:2] |f:1.2|. Reported procedure: 1H NMR syn (CDCl3) δ=0.93 (t, 3H, J=7.5 Hz), 1.19 (t, 3H, J=7.1 Hz), 1.70-2.05 (m, 2H), 3.18 (brs, 1H), 3.83 (dt, 1H, J=5.3, 8.3 Hz), 4.19 (q, 2H, J=7.1 Hz), 4.51 (d, 1H, J=5.3 Hz), 7.42-7.54 (m, 2H), 7.54-7.62 (m, 1H), 7.90-8.02 (m, 2H); anti (CDCl3) δ=1.04 (t, 3H, J=7.6 Hz), 1.15 (t, 3H, J=7.1 Hz), 1.80-1.95 (m, 2H), 3.70 (d, 1H, J=9.5 Hz), 3.83 (dt, 1H, J=4.2, 7.1 Hz), 4.09 (q, 2H, J=7.1 Hz), 4.43 (dd, 1H, J=4.2, 9.5 Hz), 7.46-7.52 (m, 2H), 7.56-7.63 (m, 1H), 7.88-7.95 (m, 2H); 13C NMR syn (C... Yields the product C(C)OC([C@H](C(CC)C(C1=CC=CC=C1)=O)O)=O ((2S)-3-Benzoyl-2-hydroxy-pentanoic acid ethyl ester). Starting materials: C(C)OCC (diethyl ether), ice, C(C)OCC (Diethyl ether), COC=1C=C(C=C(C1)OC)NS(=O)(=O)C1=CC=C(C=C1)C (N-(3,5-Dimethoxy-phenyl)-4-methyl-benzenesulfonamide), BrCCCCCCC (1-bromoheptane), C([O-])([O-])=O.[K+].[K+] (potassium carbonate). The solvent is CN(C)C=O (DMF). Conditions: temperature 120 celsius. Yields the product COC=1C=C(C=C(C1)OC)N(S(=O)(=O)C1=CC=C(C=C1)C)CCCCCCC (N-(3,5-Dimethoxy-phenyl)-N-heptyl-4-methyl-benzenesulfonamide). Yield: 96.3%. RXN SMILES: [CH3:1][O:2][C:3]1[CH:4]=[C:5]([NH:11][S:12]([C:15]2[CH:20]=[CH:19][C:18]([CH3:21])=[CH:17][CH:16]=2)(=[O:14])=[O:13])[CH:6]=[C:7]([O:9][CH3:10])[CH:8]=1.Br[CH2:23][CH2:24][CH2:25][CH2:26][CH2:27][CH2:28][CH3:29].C(=O)([O-])[O-].[K+].[K+].C(OCC)C>CN(C=O)C>[CH3:10][O:9][C:7]1[CH:6]=[C:5]([N:11]([CH2:23][CH2:24][CH2:25][CH2:26][CH2:27][CH2:28][CH3:29])[S:12]([C:15]2[CH:20]=[CH:19][C:18]([CH3:21])=[CH:17][CH:16]=2)(=[O:13])=[O:14])[CH:4]=[C:3]([O:2][CH3:1])[CH:8]=1 |f:2.3.4|. Procedure details: A mixture of N-(3,5-Dimethoxy-phenyl)-4-methyl-benzenesulfonamide (15.0 g, 48.9 mmol), 1-bromoheptane (9.63 g, 53.8 mmol) and potassium carbonate (17.1 g, 124.2 mmol) in anhydrous DMF (100 mL) was stirred and heated at 120 ° C. for 4 h, and then cooled to room temperature and poured into ice-cold water (400 mL). Diethyl ether (400 mL) was added to extract the product. The ethereal solution was separated and washed with water, brine and dried with Na2SO4. Removal of solvent and drying reagent pro...